describe an organic reaction: reactants, conditions, products, and yield From a dataset of the Open Reaction Database (ORD), a public repository of structured organic reaction records. The reactants are CCCCO, COC(=O)C1CCC(Oc2ccccn2)CC1, NN, O. Yields the product NNC(=O)C1CCC(Oc2ccccn2)CC1. Reaction SMILES: [CH2:21]([OH:22])[CH2:23][CH2:24][CH3:25].[CH3:1][O:2][C:3](=[O:4])[CH:5]1[CH2:6][CH2:7][CH:8]([O:11][c:12]2[n:13][cH:14][cH:15][cH:16][cH:17]2)[CH2:9][CH2:10]1.[NH2:19][NH2:20].[OH2:18]>>[O:2]=[C:3]([CH:5]1[CH2:6][CH2:7][CH:8]([O:11][c:12]2[n:13][cH:14][cH:15][cH:16][cH:17]2)[CH2:9][CH2:10]1)[NH:19][NH2:20]. Reactants: ClC=1C=C(C=CC1Cl)C1(CN(CC1)C(C1=CC(=C(C(=C1)OC)OC)OC)=O)CCCS(=O)(=O)[O-] ((+)-2-[3-(3,4-dichloro-phenyl)-1-(3,4,5-trimethoxy-benzoyl)-pyrrolidin-3-yl]-ethyl-methanesulfonate), Cl.C1(=CC=CC=C1)C1(CCNCC1)C(=O)N (4-phenyl-piperidine-4-carboxylic acid amide hydrochloride). Yields the product ClC=1C=C(C=CC1Cl)C1(CN(CC1)C(C1=CC(=C(C(=C1)OC)OC)OC)=O)CCN1CCC(CC1)(C(=O)N)C1=CC=CC=C1 ((+)-1-[2-[3-(3,4-dichloro-phenyl)-1-(3,4,5-trimethoxy-benzoyl)-Pyrrolidin-3-yl]-ethyl]-4-phenyl-piperidine-4-carboxylic acid amide). RXN SMILES: [Cl:1][C:2]1[CH:3]=[C:4]([C:9]2([CH2:28][CH2:29]CS([O-])(=O)=O)[CH2:13][CH2:12][N:11]([C:14](=[O:27])[C:15]3[CH:20]=[C:19]([O:21][CH3:22])[C:18]([O:23][CH3:24])=[C:17]([O:25][CH3:26])[CH:16]=3)[CH2:10]2)[CH:5]=[CH:6][C:7]=1[Cl:8].Cl.[C:36]1([C:42]2([C:48]([NH2:50])=[O:49])[CH2:47][CH2:46][NH:45][CH2:44][CH2:43]2)[CH:41]=[CH:40][CH:39]=[CH:38][CH:37]=1>>[Cl:1][C:2]1[CH:3]=[C:4]([C:9]2([CH2:28][CH2:29][N:45]3[CH2:44][CH2:43][C:42]([C:36]4[CH:37]=[CH:38][CH:39]=[CH:40][CH:41]=4)([C:48]([NH2:50])=[O:49])[CH2:47][CH2:46]3)[CH2:13][CH2:12][N:11]([C:14](=[O:27])[C:15]3[CH:16]=[C:17]([O:25][CH3:26])[C:18]([O:23][CH3:24])=[C:19]([O:21][CH3:22])[CH:20]=3)[CH2:10]2)[CH:5]=[CH:6][C:7]=1[Cl:8] |f:1.2|. Procedure: Prepare by the method of example 3.3 using (+)-2-[3-(3,4-dichloro-phenyl)-1-(3,4,5-trimethoxy-benzoyl)-pyrrolidin-3-yl]-ethyl-methanesulfonate (1.351 mmol) and 4-phenyl-piperidine-4-carboxylic acid amide hydrochloride (480 mg, 1.99 mmol, 1.5 eq.) to obtain a residue. The residue was chromatographed on silica gel (70 g) packed with ethyl acetate, loaded with ethyl acetate, and eluted with ethyl acetate, 6% methanol in dichloromethane, and then 10% methanol in dichloromethane to give the title com... Reactants: C1CCNCC1, Cc1ccccc1, O=C1CSC(NCc2ccccc2Cl)=N1, CN(C)C=O, O, O=C(O)c1ccccc1, O=Cc1ccc2ncccc2n1. Yields the product O=C1N=C(NCc2ccccc2Cl)SC1=Cc1ccc2ncccc2n1. RXN SMILES: [CH2:37]1[CH2:38][CH2:39][NH:40][CH2:41][CH2:42]1.[CH3:43][c:44]1[cH:45][cH:46][cH:47][cH:48][cH:49]1.[Cl:1][c:2]1[c:3]([CH2:4][NH:5][C:6]2=[N:10][C:9](=[O:11])[CH2:8][S:7]2)[cH:12][cH:13][cH:14][cH:15]1.[O:50]=[CH:51][N:52]([CH3:53])[CH3:54].[OH2:55].[OH:28][C:29]([c:30]1[cH:31][cH:32][cH:33][cH:34][cH:35]1)=[O:36].[n:16]1[cH:17][cH:18][cH:19][c:20]2[n:21][c:22]([CH:26]=[O:27])[cH:23][cH:24][c:25]12>>[Cl:1][c:2]1[c:3]([CH2:4][NH:5][C:6]2=[N:10][C:9](=[O:11])[C:8](=[CH:26][c:22]3[n:21][c:20]4[cH:19][cH:18][cH:17][n:16][c:25]4[cH:24][cH:23]3)[S:7]2)[cH:12][cH:13][cH:14][cH:15]1. The reactants are [N+](=O)([O-])C1=C(C(=O)NC(=O)NC2=CC(=C(C=C2)OC2=NC=C(C=N2)Cl)Cl)C=CC=C1 (N-(2-nitrobenzoyl)-N'-[3-chloro-4-(5-chloro-2-pyrimidinyloxy)phenyl]urea), ClC1=NC=C(C=N1)Cl (2,5-dichloropyrimidine), NC1=CC(=C(C=C1)O)Cl (4-amino-2-chlorophenol), C([O-])([O-])=O.[K+].[K+] (potassium carbonate). Solvent: CS(=O)C (dimethylsulfoxide), O (water). The product is ClC=1C=C(N)C=CC1OC1=NC=C(C=N1)Cl (3-chloro-4-(5-chloro-2-pyrimidinyloxy)aniline). As a reaction SMILES: [N+](C1C=CC=CC=1C(NC([NH:11][C:12]1[CH:17]=[CH:16][C:15]([O:18][C:19]2[N:24]=[CH:23][C:22]([Cl:25])=[CH:21][N:20]=2)=[C:14]([Cl:26])[CH:13]=1)=O)=O)([O-])=O.ClC1N=CC(Cl)=CN=1.NC1C=CC(O)=C(Cl)C=1.C(=O)([O-])[O-].[K+].[K+]>O.CS(C)=O>[Cl:26][C:14]1[CH:13]=[C:12]([CH:17]=[CH:16][C:15]=1[O:18][C:19]1[N:20]=[CH:21][C:22]([Cl:25])=[CH:23][N:24]=1)[NH2:11] |f:3.4.5|. Procedure details: N-(2-nitrobenzoyl)-N'-[3-chloro-4-(5-chloro-2-pyrimidinyloxy)phenyl]urea (1) Into a flask, 1.50 g of 2,5-dichloropyrimidine, 1.45 g of 4-amino-2-chlorophenol, 2.76 g of potassium carbonate and 15 ml of dimethylsulfoxide, were introduced, and reacted in a nitrogen atmosphere at 100° C. for 1.5 hours under stirring. After the completion of the reaction, the product was poured into water, and extracted with diethyl ether. The extract was washed with a saturated sodium chloride aqueous solution, and... The reactants are FC1=C(C=CC(=C1)OC)B(O)O (2-fluoro-4-methoxyphenylboronic acid), I (hydroiodic acid), ClC1=NC=NC(=C1)Cl (4,6-dichloropyrimidine), chloro. Product: IC1=NC=NC(=C1)C1=C(C=C(C=C1)OC)F (4-Iodo-6-(2-fluoro-4-methoxyphenyl)pyrimidine). RXN SMILES: [F:1][C:2]1[CH:7]=[C:6]([O:8][CH3:9])[CH:5]=[CH:4][C:3]=1B(O)O.Cl[C:14]1[CH:19]=[C:18](Cl)[N:17]=[CH:16][N:15]=1.[IH:21]>>[I:21][C:14]1[CH:19]=[C:18]([C:3]2[CH:4]=[CH:5][C:6]([O:8][CH3:9])=[CH:7][C:2]=2[F:1])[N:17]=[CH:16][N:15]=1. Procedure details: The compound was prepared according to Example 1 using 2-fluoro-4-methoxyphenylboronic acid and 4,6-dichloropyrimidine. The resultant chloro compound was converted to iodo with hydroiodic acid as described in the general procedure. The reactants are [C@@H]12CN(C[C@H]2NC1)C(=O)OCC1=CC=CC=C1 (benzyl (1S,5S)-3,6-diazabicyclo[3.2.0]heptane-3-carboxylate), BrC=1C=NC=C(C1)Br (3,5-dibromopyridine). Product: BrC=1C=C(C=NC1)N1[C@@H]2CN(C[C@@H]2C1)C(=O)OCC1=CC=CC=C1 (benzyl (1S,5S)-6-(5-bromo-3-pyridinyl)-3,6-diazabicyclo[3.2.0]heptane-3-carboxylate). The yield is 47.0%. Reaction SMILES: [C@@H:1]12[CH2:7][NH:6][C@@H:5]1[CH2:4][N:3]([C:8]([O:10][CH2:11][C:12]1[CH:17]=[CH:16][CH:15]=[CH:14][CH:13]=1)=[O:9])[CH2:2]2.[Br:18][C:19]1[CH:20]=[N:21][CH:22]=[C:23](Br)[CH:24]=1>>[Br:18][C:19]1[CH:24]=[C:23]([N:6]2[CH2:7][C@@H:1]3[C@H:5]2[CH2:4][N:3]([C:8]([O:10][CH2:11][C:12]2[CH:17]=[CH:16][CH:15]=[CH:14][CH:13]=2)=[O:9])[CH2:2]3)[CH:22]=[N:21][CH:20]=1. Procedure: The product of Example 52D (230 mg, 1.0 mmol) and 3,5-dibromopyridine were processed as described in Example 1E. The crude product was purified by chromatography (SiO2,ethyl acetate, Rf. 0.2) to provide the title compound (180 mg, 47% yield). 1H NMR (MeOH-d4, 300 MHz) δ3.20(dd, J=12.5, 4.0 Hz, 1H), 3.30 (m, 2H), 3.40 (m, 1H), 3.64 (dd, J=7.8, 3.4 Hz, 1H), 3.95-4.10 (m, 3H), 4.75 (m, 1H), 5.15 (m, 2H), 3.40 7.05 (t, J=2.1 Hz, 1H), 7.24 (m, 3H), 7.35 (m, 2H), 7.70 (d, J=2.3 Hz, 1H), 7.93 (d, J=1.7... RXN SMILES: [CH3:27][C:28]([OH:29])=[O:30].[ClH:26].[OH:1][CH:2]([CH2:3][NH:4][CH:5]([CH2:6][CH2:7][c:8]1[cH:9][cH:10][c:11]([C:12](=[O:13])[NH2:14])[cH:15][cH:16]1)[CH3:17])[CH2:18][O:19][c:20]1[cH:21][cH:22][cH:23][cH:24][cH:25]1>>[ClH:26].[O:1]([CH:2]([CH2:3][NH:4][CH:5]([CH2:6][CH2:7][c:8]1[cH:9][cH:10][c:11]([C:12](=[O:13])[NH2:14])[cH:15][cH:16]1)[CH3:17])[CH2:18][O:19][c:20]1[cH:21][cH:22][cH:23][cH:24][cH:25]1)[C:28]([CH3:27])=[O:29]. Reactants: CC(=O)O, Cl, CC(CCc1ccc(C(N)=O)cc1)NCC(O)COc1ccccc1. The product is Cl, CC(=O)OC(CNC(C)CCc1ccc(C(N)=O)cc1)COc1ccccc1. Reaction SMILES: [CH3:1][C:2]1([CH3:30])[c:3]2[cH:4][cH:5][c:6]([CH:18]=[CH:19][c:20]3[cH:21][cH:22][c:23]([C:24](=[O:25])[O:26][CH3:27])[cH:28][cH:29]3)[cH:7][c:8]2[C:9]([CH:12]=[CH:13][C:14]([CH3:15])([CH3:16])[CH3:17])=[CH:10][CH2:11]1.[CH3:39][CH2:40][OH:41].[ClH:33].[Na+:32].[O:34]1[CH2:35][CH2:36][CH2:37][CH2:38]1.[OH-:31].[OH2:42]>>[CH3:1][C:2]1([CH3:30])[c:3]2[cH:4][cH:5][c:6]([CH:18]=[CH:19][c:20]3[cH:21][cH:22][c:23]([C:24](=[O:25])[OH:26])[cH:28][cH:29]3)[cH:7][c:8]2[C:9]([CH:12]=[CH:13][C:14]([CH3:15])([CH3:16])[CH3:17])=[CH:10][CH2:11]1. The product is CC(C)(C)C=CC1=CCC(C)(C)c2ccc(C=Cc3ccc(C(=O)O)cc3)cc21. Reactants: COC(=O)c1ccc(C=Cc2ccc3c(c2)C(C=CC(C)(C)C)=CCC3(C)C)cc1, CCO, Cl, [Na+], C1CCOC1, [OH-], O. Starting materials: CC1=C(C(=O)C2=C(C=C(N2C)CC(=O)OCC)C)C=CC=C1 (ethyl 5-(2'-methylbenzoyl)-1,4-dimethylpyrrole-2-acetate), ClC1=CC=C(C(=O)C2=C(C=C(N2C)CC(=O)OCC)C)C=C1 (ethyl 5-(p-chlorobenzoyl)-1,4-dimethylpyrrole-2-acetate). The product is CC1=C(C(=O)C2=C(C=C(N2C)C(C(=O)OCC)C)C)C=CC=C1 (ethyl 5-(2'-methylbenzoyl)-1,4,α-trimethylpyrrole-2-acetate). Reaction SMILES: [CH3:1][C:2]1[CH:22]=[CH:21][CH:20]=[CH:19][C:3]=1[C:4]([C:6]1[N:10]([CH3:11])[C:9]([CH2:12][C:13]([O:15][CH2:16][CH3:17])=[O:14])=[CH:8][C:7]=1[CH3:18])=[O:5].Cl[C:24]1C=CC(C(C2N(C)C(CC(OCC)=O)=CC=2C)=O)=CC=1>>[CH3:1][C:2]1[CH:22]=[CH:21][CH:20]=[CH:19][C:3]=1[C:4]([C:6]1[N:10]([CH3:11])[C:9]([CH:12]([CH3:24])[C:13]([O:15][CH2:16][CH3:17])=[O:14])=[CH:8][C:7]=1[CH3:18])=[O:5]. Procedure details: The methylation procedure of Example 77A is repeated, except that an equivalent quantity of ethyl 5-(2'-methylbenzoyl)-1,4-dimethylpyrrole-2-acetate (from Example 92) is methylated instead of the ethyl 5-(p-chlorobenzoyl)-1,4-dimethylpyrrole-2-acetate used in Example 77A, to yield ethyl 5-(2'-methylbenzoyl)-1,4,α-trimethylpyrrole-2-acetate.